Dataset: the Open Reaction Database (ORD), a public repository of structured organic reaction records. Task: describe an organic reaction: reactants, conditions, products, and yield Reactants: BrCCCCCCBr (1,6-dibromohexane), CN(C)C (trimethylamine). Run in C(C)O (ethanol). Product: [Br-].C[N+](CCCCCC[N+](C)(C)C)(C)C.[Br-] (hexamethylene-bis(trimethylammonium)bromide). Reaction SMILES: [Br:1][CH2:2][CH2:3][CH2:4][CH2:5][CH2:6][CH2:7]Br.[CH3:9][N:10]([CH3:12])[CH3:11]>C(O)C>[Br-:1].[CH3:9][N+:10]([CH3:12])([CH3:11])[CH2:2][CH2:3][CH2:4][CH2:5][CH2:6][CH2:7][N+:10]([CH3:12])([CH3:11])[CH3:9].[Br-:1] |f:3.4.5|. Procedure: 37.38 g of 1,6-dibromohexane (purity=96%) and 82.35 g of trimethylamine solution (31-35% by weight in ethanol) are added to a 500 ml flask, and the necessary ethanol is immediately added for obtaining a suitable mixture of the different products that have been added while they are homogenised by magnetic stirring. The resulting mixture is kept at room temperature with constant stirring for 48 hours, and the solid that is formed is recovered by means of filtration and is thoroughly washed with et... The reactants are CCOC(=O)Nc1nc2c(OC)ccc(C3COCCO3)c2s1, [K+], C1COCCO1, [OH-], OCCO. The product is COc1ccc(C2COCCO2)c2sc(N)nc12. As a reaction SMILES: [CH2:1]([O:2][C:3](=[O:4])[NH:5][c:6]1[s:7][c:8]2[c:9]([n:10]1)[c:11]([O:21][CH3:22])[cH:12][cH:13][c:14]2[CH:15]1[O:16][CH2:17][CH2:18][O:19][CH2:20]1)[CH3:23].[K+:25].[O:26]1[CH2:27][CH2:28][O:29][CH2:30][CH2:31]1.[OH-:24].[OH:32][CH2:33][CH2:34][OH:35]>>[NH2:5][c:6]1[s:7][c:8]2[c:9]([n:10]1)[c:11]([O:21][CH3:22])[cH:12][cH:13][c:14]2[CH:15]1[O:16][CH2:17][CH2:18][O:19][CH2:20]1. Reactants: CCO, Cl, Cl, N=C(N)NN, O, CCCn1ccc2c1CC(c1ccccc1)CC2=O. Yields the product Cl, CCCn1ccc2c1CC(c1ccccc1)CC2=NNC(=N)N. As a reaction SMILES: [CH3:28][CH2:29][OH:30].[ClH:20].[ClH:26].[NH2:21][NH:22][C:23](=[NH:24])[NH2:25].[OH2:27].[c:1]1([CH:7]2[CH2:8][C:9](=[O:19])[c:10]3[cH:11][cH:12][n:13]([CH2:16][CH2:17][CH3:18])[c:14]3[CH2:15]2)[cH:2][cH:3][cH:4][cH:5][cH:6]1>>[ClH:20].[c:1]1([CH:7]2[CH2:8][C:9](=[N:21][NH:22][C:23](=[NH:24])[NH2:25])[c:10]3[cH:11][cH:12][n:13]([CH2:16][CH2:17][CH3:18])[c:14]3[CH2:15]2)[cH:2][cH:3][cH:4][cH:5][cH:6]1. The reactants are aqueous solution, C([O-])(O)=O.[Na+] (sodium bicarbonate), C(C)(=O)NC=1C=C(C=CC1)O (3-acetamidophenol), C([O-])([O-])=O.[Cs+].[Cs+] (cesium carbonate), BrCC1=C(SC=C1)C(=O)OC (methyl 3-bromomethyl-2-thiophenecarboxylate). Solvent: CN(C=O)C (dimethylformamide). Reaction conditions: time 30 minute. Yields the product C(C)(=O)NC=1C=C(OCC2=C(SC=C2)C(=O)OC)C=CC1 (methyl 3-(3-acetamidophenoxymethyl)-2-thiophenecarboxylate). Yield: 75.1%. As a reaction SMILES: [C:1]([NH:4][C:5]1[CH:6]=[C:7]([OH:11])[CH:8]=[CH:9][CH:10]=1)(=[O:3])[CH3:2].C(=O)([O-])[O-].[Cs+].[Cs+].Br[CH2:19][C:20]1[CH:24]=[CH:23][S:22][C:21]=1[C:25]([O:27][CH3:28])=[O:26].C(=O)(O)[O-].[Na+]>CN(C)C=O>[C:1]([NH:4][C:5]1[CH:6]=[C:7]([CH:8]=[CH:9][CH:10]=1)[O:11][CH2:19][C:20]1[CH:24]=[CH:23][S:22][C:21]=1[C:25]([O:27][CH3:28])=[O:26])(=[O:3])[CH3:2] |f:1.2.3,5.6|. Reported procedure: To a solution of 3-acetamidophenol (4.79 g, 31.7 mmol) in dimethylformamide (50 ml) was added cesium carbonate (5.67 g, 17.4 mmol), followed by stirring at room temperature for 30 minutes. To the resulting mixture was added methyl 3-bromomethyl-2-thiophenecarboxylate (8.94 g, 38.0 mmol), and the mixture was stirred overnight at room temperature. After the reaction was completed, the reaction mixture was poured into a 5% aqueous solution of sodium bicarbonate, followed by extraction with ethyl ac...